describe an organic reaction: reactants, conditions, products, and yield From a dataset of the Open Reaction Database (ORD), a public repository of structured organic reaction records. Starting materials: CC(C)(C)N, CC12CCC(=O)C=C1CCC1C2CCC2(C)C(C(=O)Sc3ccccn3)CCC12. Yields the product CC(C)(C)NC(=O)C1CCC2C3CCC4=CC(=O)CCC4(C)C3CCC12C. As a reaction SMILES: [C:30]([CH3:31])([CH3:32])([CH3:33])[NH2:34].[O:1]=[C:2]1[CH:3]=[C:4]2[CH2:5][CH2:6][CH:7]3[CH:8]4[CH2:9][CH2:10][CH:11]([C:21]([S:22][c:23]5[cH:24][cH:25][cH:26][cH:27][n:28]5)=[O:29])[C:12]4([CH3:13])[CH2:14][CH2:15][CH:16]3[C:17]2([CH3:20])[CH2:18][CH2:19]1>>[O:1]=[C:2]1[CH:3]=[C:4]2[CH2:5][CH2:6][CH:7]3[CH:8]4[CH2:9][CH2:10][CH:11]([C:21](=[O:29])[NH:34][C:30]([CH3:31])([CH3:32])[CH3:33])[C:12]4([CH3:13])[CH2:14][CH2:15][CH:16]3[C:17]2([CH3:20])[CH2:18][CH2:19]1. Starting materials: ClC1=CC=C(S1)C(=O)NCC1=CN(C=C1)C1=CC=C(C=C1)I (5-chloro-N-((1-(4-iodophenyl)-1H-pyrrol-3-yl)methyl)thiophene-2-carboxamide), OC1=NC=CC=C1 (2-hydroxypyridine), OC=1C=CC=C2C=CC=NC12 (8-hydroxyquinoline), C(=O)([O-])[O-].[K+].[K+] (K2CO3). The reagents and catalysts are [Cu]I (CuI). The solvent is CS(=O)C (DMSO). Run at temperature 130 celsius. Yields the product ClC1=CC=C(S1)C(=O)NCC1=CN(C=C1)C1=CC=C(C=C1)N1C(C=CC=C1)=O (5-Chloro-N-((1-(4-(2-oxopyridin-1(2H)-yl)phenyl)-1H-pyrrol-3-yl)methyl)thiophene-2-carboxamide). Yield: 18.1%. Reaction SMILES: [Cl:1][C:2]1[S:6][C:5]([C:7]([NH:9][CH2:10][C:11]2[CH:15]=[CH:14][N:13]([C:16]3[CH:21]=[CH:20][C:19](I)=[CH:18][CH:17]=3)[CH:12]=2)=[O:8])=[CH:4][CH:3]=1.[OH:23][C:24]1[CH:29]=[CH:28][CH:27]=[CH:26][N:25]=1.OC1C=CC=C2C=1N=CC=C2.C([O-])([O-])=O.[K+].[K+]>CS(C)=O.[Cu]I>[Cl:1][C:2]1[S:6][C:5]([C:7]([NH:9][CH2:10][C:11]2[CH:15]=[CH:14][N:13]([C:16]3[CH:21]=[CH:20][C:19]([N:25]4[CH:26]=[CH:27][CH:28]=[CH:29][C:24]4=[O:23])=[CH:18][CH:17]=3)[CH:12]=2)=[O:8])=[CH:4][CH:3]=1 |f:3.4.5|. Procedure details: A mixture of 5-chloro-N-((1-(4-iodophenyl)-1H-pyrrol-3-yl)methyl)thiophene-2-carboxamide (118 mg, 0.27 mmol), 2-hydroxypyridine (50 mg, 0.53 mmol), 8-hydroxyquinoline (14 mg, 0.097 mmol) and K2CO3 (120 mg, 0.87 mmol) in DMSO (2 mL) was degassed with Argon before being charged with CuI (19 mg, 0.10 mmol). The mixture in a sealed tube was heated at 130° C. for 4 h. It was then purified by HPLC to give the titled compound (20 mg). MS 410.0 and 412.0 (M+H, Cl pattern).